Dataset: the Open Reaction Database (ORD), a public repository of structured organic reaction records. Task: describe an organic reaction: reactants, conditions, products, and yield Reactants: CSC1=NC(=CC(=C1)CCC(=O)OC(C)(C)C)C=1SC2=C(C(N1)=O)C=CC=C2 (tert-Butyl 3-[2-(methylthio)-6-(4-oxo-4H-1,3-benzothiazin-2-yl)-4-pyridyl]propanoate), ClC1=CC(=CC=C1)C(=O)OO (3-chloroperbenzoic acid). The solvent is C(Cl)(Cl)Cl (chloroform), C(Cl)(Cl)Cl (chloroform). Conditions: time 1 hour. Product: CS(=O)C1=NC(=CC(=C1)CCC(=O)OC(C)(C)C)C=1SC2=C(C(N1)=O)C=CC=C2 (tert-Butyl 3-[2-(methylsulfinyl)-6-(4-oxo-4H-1,3-benzothiazin-2-yl)-4-pyridyl]propanoate). Isolated yield 74.5%. RXN SMILES: [CH3:1][S:2][C:3]1[CH:8]=[C:7]([CH2:9][CH2:10][C:11]([O:13][C:14]([CH3:17])([CH3:16])[CH3:15])=[O:12])[CH:6]=[C:5]([C:18]2[S:19][C:20]3[CH:28]=[CH:27][CH:26]=[CH:25][C:21]=3[C:22](=[O:24])[N:23]=2)[N:4]=1.ClC1C=CC=C(C(OO)=[O:37])C=1>C(Cl)(Cl)Cl>[CH3:1][S:2]([C:3]1[CH:8]=[C:7]([CH2:9][CH2:10][C:11]([O:13][C:14]([CH3:17])([CH3:16])[CH3:15])=[O:12])[CH:6]=[C:5]([C:18]2[S:19][C:20]3[CH:28]=[CH:27][CH:26]=[CH:25][C:21]=3[C:22](=[O:24])[N:23]=2)[N:4]=1)=[O:37]. Procedure details: tert-Butyl 3-[2-(methylthio)-6-(4-oxo-4H-1,3-benzothiazin-2-yl)-4-pyridyl]propanoate (0.22 g, 0.53 mmol) was dissolved in chloroform (50 ml), and a solution of 3-chloroperbenzoic acid (77%, 0.12 g, 0.53 mmol) in chloroform (10 ml) was added dropwise thereto. The mixture was stirred at room temperature for 1 hr. The solvent was evaporated, and the residue was recrystallized from hexane-ethyl acetate to give the titled compound (0.17 g, 86%) as white crystals. Starting materials: COC(=O)C=1N=CC2=CC(=CC=C2C1O)OC1=CC=C(C=C1)OC (4-hydroxy-7-(4-methoxy-phenoxy)-isoquinoline-3-carboxylic acid methyl ester), NC[C@@H](C(=O)O)O (3-amino-2-(S)-hydroxy-propionic acid), C[O-].[Na+].CO (NaOMe MeOH). Yields the product O[C@H](C(=O)O)CNC(=O)C=1N=CC2=CC(=CC=C2C1O)OC1=CC=C(C=C1)OC (2-(S)-Hydroxy-3-{[4-hydroxy-7-(4-methoxy-phenoxy)-isoquinoline-3-carbonyl]-amino}-propionic acid). Yield: 45.2%. RXN SMILES: CO[C:3]([C:5]1[N:6]=[CH:7][C:8]2[C:13]([C:14]=1[OH:15])=[CH:12][CH:11]=[C:10]([O:16][C:17]1[CH:22]=[CH:21][C:20]([O:23][CH3:24])=[CH:19][CH:18]=1)[CH:9]=2)=[O:4].[NH2:25][CH2:26][C@H:27]([OH:31])[C:28]([OH:30])=[O:29].C[O-].[Na+].CO>>[OH:31][C@@H:27]([CH2:26][NH:25][C:3]([C:5]1[N:6]=[CH:7][C:8]2[C:13]([C:14]=1[OH:15])=[CH:12][CH:11]=[C:10]([O:16][C:17]1[CH:22]=[CH:21][C:20]([O:23][CH3:24])=[CH:19][CH:18]=1)[CH:9]=2)=[O:4])[C:28]([OH:30])=[O:29] |f:2.3.4|. Reported procedure: A mixture of 4-hydroxy-7-(4-methoxy-phenoxy)-isoquinoline-3-carboxylic acid methyl ester (100 mg, 0.31 mmol) and 3-amino-2-(S)-hydroxy-propionic acid (97 mg, 0.92 mmol) in 0.5 M NaOMe/MeOH solution (1.23 mL, 0.62 mmol) was microwaved at 120° C. for 2 h. After cooled, solid precipitate was collected and rinsed with cold MeOH (1 mL). Solid was dissolved in water (40 mL), acidified by 1 N HCl to pH=3-4 and extracted with EtOAc. Organic layer was dried over MgSO4, filtered and concentrated to provid... Starting materials: CC(=O)c1ccc(Br)s1, CC(C)c1nccn1C. Reagents/catalysts: CC(C)(C)c1ccc(-c2ccc(C(C)(C)C)cc2)cc1 (4,4'-di-tert-butylbiphenyl), CC(C)(C)C(=O)[O-].[K+] (KOPiv), Cl[Pd]CC=C.C=CC[Pd]Cl ([Pd(allyl)Cl]2), CN(C)c1ccc(P(C2CCCCC2)C2CCCCC2)cc1 (A-caPhos). Solvent: CC(=O)N(C)C (DMA), CC(=O)N(C)C (DMA), CC(=O)N(C)C (DMA). Reaction conditions: temperature 120 celsius, time 24 hour. Product: CC(=O)c1ccc(-c2cnc(C(C)C)n2C)s1. Yield: 86.2%. The reactants are ClCCl, OCc1cc2cc(C#Cc3ccc(-c4ccc(Cl)cc4)cn3)ccc2s1, O=S(Cl)Cl. Yields the product ClCc1cc2cc(C#Cc3ccc(-c4ccc(Cl)cc4)cn3)ccc2s1. RXN SMILES: [Cl:31][CH2:32][Cl:33].[Cl:5][c:6]1[cH:7][cH:8][c:9](-[c:12]2[cH:13][cH:14][c:15]([C:18]#[C:19][c:20]3[cH:21][c:22]4[c:23]([s:24][c:25]([CH2:27][OH:28])[cH:26]4)[cH:29][cH:30]3)[n:16][cH:17]2)[cH:10][cH:11]1.[S:1]([Cl:2])([Cl:3])=[O:4]>>[Cl:3][CH2:27][c:25]1[s:24][c:23]2[c:22]([cH:21][c:20]([C:19]#[C:18][c:15]3[cH:14][cH:13][c:12](-[c:9]4[cH:8][cH:7][c:6]([Cl:5])[cH:11][cH:10]4)[cH:17][n:16]3)[cH:30][cH:29]2)[cH:26]1. Reactants: resultant mixture, C1(CCCCC1)C1=CC=CC2=C1OC1=C2C=CC=C1 (4-Cyclohexyldibenzo[b,d]furan), II (iodine), [Li]CCCC (n-BuLi). Solvent: C1CCOC1 (THF). Conditions: temperature -90 celsius, time 6 hour. Yields the product C1(CCCCC1)C1=CC=CC2=C1OC1=C2C=CC=C1I (4-cyclohexyl-6-iododibenzo[b,d]furan). The yield is 57.9%. Reaction SMILES: [CH:1]1([C:7]2[C:12]3[O:13][C:14]4[CH:19]=[CH:18][CH:17]=[CH:16][C:15]=4[C:11]=3[CH:10]=[CH:9][CH:8]=2)[CH2:6][CH2:5][CH2:4][CH2:3][CH2:2]1.[Li]CCCC.[I:25]I>C1COCC1>[CH:1]1([C:7]2[C:12]3[O:13][C:14]4[C:19]([I:25])=[CH:18][CH:17]=[CH:16][C:15]=4[C:11]=3[CH:10]=[CH:9][CH:8]=2)[CH2:2][CH2:3][CH2:4][CH2:5][CH2:6]1. Procedure: 4-Cyclohexyldibenzo[b,d]furan (11.3 g, 45.0 mmol) and THF (1000 mL) were cooled down to −90° C. After that, n-BuLi (56.2 mL, 90.0 mmol, 1.6 M in THF) was added at −90° C. The mixture was stirred for 6 h and allowed to warm from −90° C. to room temperature. The mixture was then cooled to −90° C., and iodine (22.9 g, 90.0 mmol) was added at −90° C. The resultant mixture was stirred for 17 h and allowed to warm from −90° C. to room temperature. The reaction mixture was then quenched by the addition...